Dataset: the Open Reaction Database (ORD), a public repository of structured organic reaction records. Task: describe an organic reaction: reactants, conditions, products, and yield Reactants: [BH4-], [BH4-], Oc1ccccc1C=NCc1ccccc1, CC(C)O, [Na+], O. Yields the product Oc1ccccc1CNCc1ccccc1. RXN SMILES: [BH4-:1].[BH4-:20].[CH2:3]([c:4]1[cH:5][cH:6][cH:7][cH:8][cH:9]1)[N:10]=[CH:11][c:12]1[c:13]([OH:18])[cH:14][cH:15][cH:16][cH:17]1.[CH3:21][CH:22]([OH:23])[CH3:24].[Na+:2].[OH2:19]>>[CH2:3]([c:4]1[cH:5][cH:6][cH:7][cH:8][cH:9]1)[NH:10][CH2:11][c:12]1[c:13]([OH:18])[cH:14][cH:15][cH:16][cH:17]1.